Dataset: the Open Reaction Database (ORD), a public repository of structured organic reaction records. Task: describe an organic reaction: reactants, conditions, products, and yield The reactants are CC(C)(C)OC(=O)N1CCC(O)(c2cccc(C(F)(F)F)n2)CC1, ClCCl, O=C(O)C(F)(F)F. The product is OC1(c2cccc(C(F)(F)F)n2)CCNCC1. Reaction SMILES: [C:1]([O:2][C:3](=[O:4])[N:8]1[CH2:9][CH2:10][C:11]([c:14]2[n:15][c:16]([C:20]([F:21])([F:22])[F:23])[cH:17][cH:18][cH:19]2)([OH:24])[CH2:12][CH2:13]1)([CH3:5])([CH3:6])[CH3:7].[CH2:32]([Cl:33])[Cl:34].[OH:25][C:26]([C:27]([F:28])([F:29])[F:30])=[O:31]>>[NH:8]1[CH2:9][CH2:10][C:11]([c:14]2[n:15][c:16]([C:20]([F:21])([F:22])[F:23])[cH:17][cH:18][cH:19]2)([OH:24])[CH2:12][CH2:13]1. Reactants: C(C)(=O)NC=1C=C2CCCC2=CC1C#N (5-acetamido-6-cyanoindan), OO (hydrogen peroxide), [OH-].[Na+] (sodium hydroxide), O (water). The solvent is C(C)O (ethanol). Reaction conditions: temperature 50 celsius. Yields the product CC1=NC2=CC3=C(C=C2C(N1)=O)CCC3 (2-Methyl-3,4,7,8-tetrahydro-6H-cyclopenta[g]quinazolin-4-one). As a reaction SMILES: [C:1]([NH:4][C:5]1[CH:6]=[C:7]2[C:11](=[CH:12][C:13]=1[C:14]#[N:15])[CH2:10][CH2:9][CH2:8]2)(=O)[CH3:2].[OH:16]O.[OH-].[Na+].O>C(O)C>[CH3:2][C:1]1[NH:15][C:14](=[O:16])[C:13]2[C:5](=[CH:6][C:7]3[CH2:8][CH2:9][CH2:10][C:11]=3[CH:12]=2)[N:4]=1 |f:2.3|. Reported procedure: A mixture of 5-acetamido-6-cyanoindan (104 g), hydrogen peroxide (30% solution in water, 400 ml), sodium hydroxide (35 g), water (200 ml) and ethanol (1 L) was stirred and heated to 50° C. for 1 hour. The mixture was cooled to ambient temperature and evaporated. The residue was dissolved in water (2 L) and the solution was acidified to pH 5 by the addition of 2N aqueous hydrochloric acid. The precipitate was isolated, washed with water and dried under vacuum. There was thus obtained 2-methyl-3,4... Starting materials: C1(=CC=CC=C1)C(=O)NC(C(=O)OC)C1=CC(=C(C=C1)CC1=NNN(N1)[Sn](CCCC)(CCCC)CCCC)OC(=O)C1=CC=CC=C1 (methyl α-[(phenylcarbonyl)amino]-3-[(phenylcarbonyl)-oxy]-4-[[2-(tributylstannyl)-1H-tetrazol-5-yl]methyl]benzeneacetate). The solvent is Cl (HCl). The product is NC(C(=O)O)C1=CC(=C(C=C1)CC1=NN=NN1)O (α-amino-3-hydroxy-4-(1H-tetrazol-5-ylmethyl)-benzeneacetic acid). Reaction SMILES: C1(C([NH:9][CH:10]([C:15]2[CH:20]=[CH:19][C:18]([CH2:21][C:22]3[NH:26][N:25]([Sn](CCCC)(CCCC)CCCC)[NH:24][N:23]=3)=[C:17]([O:40]C(C3C=CC=CC=3)=O)[CH:16]=2)[C:11]([O:13]C)=[O:12])=O)C=CC=CC=1>Cl>[NH2:9][CH:10]([C:15]1[CH:20]=[CH:19][C:18]([CH2:21][C:22]2[NH:26][N:25]=[N:24][N:23]=2)=[C:17]([OH:40])[CH:16]=1)[C:11]([OH:13])=[O:12]. Procedure: A solution of methyl α-[(phenylcarbonyl)amino]-3-[(phenylcarbonyl)-oxy]-4-[[2-(tributylstannyl)-1H-tetrazol-5-yl]methyl]benzeneacetate from the Preparation 11 above in 6N HCl is heated at reflux until consumed. The reaction mixture is cooled to room temperature and extracted with 1:1 ether/toluene. The aqueous phase is concentrated to give the product of α-amino-3-hydroxy-4-(1H-tetrazol-5-ylmethyl)-benzeneacetic acid. Starting materials: FC1=C(C=CC=C1)C1CCC(C2=CC=CC=C12)=O (4-(2-fluorophenyl)-1-tetralone), Cl.NO (hydroxylamine hydrochloride), Cl (hydrochloric acid), [OH-].[Na+] (sodium hydroxide). Run in C(C)O (ethanol), O (water). The product is FC1=C(C=CC=C1)C1CCC(C2=CC=CC=C12)=NO (4-(2-fluorophenyl)-1-tetralone oxime). Reaction SMILES: [F:1][C:2]1[CH:7]=[CH:6][CH:5]=[CH:4][C:3]=1[CH:8]1[C:17]2[C:12](=[CH:13][CH:14]=[CH:15][CH:16]=2)[C:11](=O)[CH2:10][CH2:9]1.Cl.[NH2:20][OH:21].[OH-].[Na+].Cl>C(O)C.O>[F:1][C:2]1[CH:7]=[CH:6][CH:5]=[CH:4][C:3]=1[CH:8]1[C:17]2[C:12](=[CH:13][CH:14]=[CH:15][CH:16]=2)[C:11](=[N:20][OH:21])[CH2:10][CH2:9]1 |f:1.2,3.4|. Procedure details: 32 g of 4-(2-fluorophenyl)-1-tetralone in 75 ml of ethanol are treated with a solution of 9.26 g of hydroxylamine hydrochloride in 10 ml of water and then with 17 g of powdered sodium hydroxide. The mixture is heated to boiling under reflux for 5 minutes, again cooled and then poured into a mixture of ice and dilute hydrochloric acid. The mixture is extracted with ether and the extract obtained is washed with water. After evaporation of the solvent, there is obtained 4-(2-fluorophenyl)-1-tetralo...